This data is from the Open Reaction Database (ORD), a public repository of structured organic reaction records. The task is: describe an organic reaction: reactants, conditions, products, and yield Starting materials: C1=C(CCC2=CC=CC=C12)C1=CC(=CC(=N1)N)C (6-(3,4-Dihydro-naphthalen-2-yl)-4-methyl-pyridin-2-ylamine). The reagents and catalysts are [Pd] (Pd/C). Solvent: CO (methanol). The product is CC1=CC(=NC(=C1)C1CC2=CC=CC=C2CC1)N (4-methyl-6-(1,2,3,4-tetrahydro-naphthalen-2-yl)-pyridin-2-ylamine). Isolated yield 53.4%. As a reaction SMILES: [CH:1]1[C:10]2[C:5](=[CH:6][CH:7]=[CH:8][CH:9]=2)[CH2:4][CH2:3][C:2]=1[C:11]1[N:16]=[C:15]([NH2:17])[CH:14]=[C:13]([CH3:18])[CH:12]=1>CO.[Pd]>[CH3:18][C:13]1[CH:12]=[C:11]([CH:2]2[CH2:3][CH2:4][C:5]3[C:10](=[CH:9][CH:8]=[CH:7][CH:6]=3)[CH2:1]2)[N:16]=[C:15]([NH2:17])[CH:14]=1. Procedure details: 6-(3,4-Dihydro-naphthalen-2-yl)-4-methyl-pyridin-2-ylamine (CAS 521917-11-3) (1.8 g) is dissolved in methanol (30 mL) under an Ar atmosphere. To the obtained solution Pd/C (10%; 250 mg) was added. After that hydrogen was flushed through the reaction mixture (1 bar) for 2 h at 25° C. After that the catalyst was removed by filtration, the filtrate was evaporated to dryness and the crude product was purified by flash chromatography (200 g SiO2, CH2Cl2/1% MeOH) to yield 4-methyl-6-(1,2,3,4-tetrahydr... As a reaction SMILES: [C:1]([O:5][CH2:6][C@@H:7]([OH:19])[CH2:8][C:9](=[O:18])[CH2:10][C:11]([O:13][C:14]([CH3:17])([CH3:16])[CH3:15])=[O:12])([CH3:4])([CH3:3])[CH3:2]>CO>[C:1]([O:5][CH2:6][C@@H:7]([OH:19])[CH2:8][C@H:9]([OH:18])[CH2:10][C:11]([O:13][C:14]([CH3:17])([CH3:16])[CH3:15])=[O:12])([CH3:4])([CH3:2])[CH3:3]. The reactants are Ru2Cl4 ((S)-Tol-BINAP)2, C(C)(C)(C)OC[C@H](CC(CC(=O)OC(C)(C)C)=O)O (t-butyl (5S)-6-t-butoxy-5-hydroxy-3-oxohexanoate). Isolated yield 71.3%. Reaction conditions: temperature 30 celsius, time 21 hour. Product: C(C)(C)(C)OC[C@H](C[C@@H](CC(=O)OC(C)(C)C)O)O (t-butyl (3S,5S)-6-t-butoxy-3,5-dihydroxyhexanoate). Solvent: CO (methanol). Reported procedure: In the same manner as in Example 5, 15.8 mg (0.009 mmole) of Ru2Cl4 ((S)-Tol-BINAP)2 (NEt3) was weighed, and 500 mg (1.75 mmole) of t-butyl (5S)-6-t-butoxy-5-hydroxy-3-oxohexanoate as synthesized in Example 4 and 50 ml of methanol were added thereto to form a solution. The resulting solution was transferred to a 100 ml-volume autoclave whose atmosphere had been displaced with nitrogen, and the mixture was stirred at 30° C. for 21 hours under a hydrogen pressure of 50 kg/cm2 to conduct hydrogenat... Starting materials: C1CCOC1, CC(C)N, COc1cc2c(Oc3ccc4[nH]ccc4c3)ncnc2cc1OCC1CO1. Product: COc1cc2c(Oc3ccc4[nH]ccc4c3)ncnc2cc1OCC(O)CNC(C)C. As a reaction SMILES: [CH2:32]1[O:33][CH2:34][CH2:35][CH2:36]1.[CH3:28][CH:29]([CH3:30])[NH2:31].[nH:1]1[cH:2][cH:3][c:4]2[cH:5][c:6]([O:10][c:11]3[n:12][cH:13][n:14][c:15]4[cH:16][c:17]([O:23][CH2:24][CH:25]5[O:26][CH2:27]5)[c:18]([O:21][CH3:22])[cH:19][c:20]34)[cH:7][cH:8][c:9]12>>[nH:1]1[cH:2][cH:3][c:4]2[cH:5][c:6]([O:10][c:11]3[n:12][cH:13][n:14][c:15]4[cH:16][c:17]([O:23][CH2:24][CH:25]([OH:26])[CH2:27][NH:31][CH:29]([CH3:28])[CH3:30])[c:18]([O:21][CH3:22])[cH:19][c:20]34)[cH:7][cH:8][c:9]12. Run in CN(P(=O)(N(C)C)N(C)C)C (hexamethyl phosphoramide), O (water). The reactants are FC1=CC=C(C#N)C=C1 (4-fluorobenzonitrile), CSC1=CC=C(C=C1)O (4-(methylthio)phenol), C([O-])([O-])=O.[K+].[K+] (potassium carbonate), [OH-].[Na+] (NaOH). Reported procedure: A mixture of 12.1 g (0.100 mole) of 4-fluorobenzonitrile, 21.0 g (0.150 mole) of 4-(methylthio)phenol, 20.7 g (0.150 mole) of anhydrous potassium carbonate (K2CO3) and 150 ml of hexamethyl phosphoramide was heated at 100° C. for 4 hrs. The reaction mixture was cooled and poured into a solution of 200 ml of 20% aqueous NaOH and 500 ml of water. The crystalline product was collected by filtration and washed well with water. The product was dissolved in CH2Cl2 and dried (Na2SO4). Removal of solvent... The yield is 46.8%. Conditions: temperature 100 celsius. Product: CSC1=CC=C(OC2=CC=C(C#N)C=C2)C=C1 (4-(4-(Methylthio)phenoxy)benzonitrile). Reaction SMILES: F[C:2]1[CH:9]=[CH:8][C:5]([C:6]#[N:7])=[CH:4][CH:3]=1.[CH3:10][S:11][C:12]1[CH:17]=[CH:16][C:15]([OH:18])=[CH:14][CH:13]=1.C(=O)([O-])[O-].[K+].[K+].[OH-].[Na+]>O.CN(C)P(N(C)C)(N(C)C)=O>[CH3:10][S:11][C:12]1[CH:17]=[CH:16][C:15]([O:18][C:2]2[CH:9]=[CH:8][C:5]([C:6]#[N:7])=[CH:4][CH:3]=2)=[CH:14][CH:13]=1 |f:2.3.4,5.6|. Reactants: [Br-], Br, CCCC[P+](CCCC)(CCCC)CCCC, COc1ccc2oc(N(C)C)nc2c1, [Na+], [OH-]. The product is CN(C)c1nc2cc(O)ccc2o1. Reaction SMILES: [Br-:16].[BrH:15].[CH2:17]([P+:18]([CH2:19][CH2:20][CH2:21][CH3:22])([CH2:23][CH2:24][CH2:25][CH3:26])[CH2:27][CH2:28][CH2:29][CH3:30])[CH2:31][CH2:32][CH3:33].[CH3:1][O:2][c:3]1[cH:4][cH:5][c:6]2[c:7]([n:8][c:9]([N:11]([CH3:12])[CH3:13])[o:10]2)[cH:14]1.[Na+:35].[OH-:34]>>[OH:2][c:3]1[cH:4][cH:5][c:6]2[c:7]([n:8][c:9]([N:11]([CH3:12])[CH3:13])[o:10]2)[cH:14]1.